From a dataset of the Open Reaction Database (ORD), a public repository of structured organic reaction records. describe an organic reaction: reactants, conditions, products, and yield The reactants are [Br-], CC[Mg+], COC1=CC(=O)CCC1, CCOCC, CC(C)[O-], CC(C)[O-], CC(C)[O-], CC(C)[O-], O, [Ti+4], Cc1ccc(S(=O)(=O)O)cc1. Yields the product O=C1CCCC2(CC2)C1. Reaction SMILES: [Br-:10].[CH2:11]([CH3:12])[Mg+:13].[CH3:1][O:2][C:3]1=[CH:4][C:5](=[O:9])[CH2:6][CH2:7][CH2:8]1.[CH3:26][CH2:27][O:28][CH2:29][CH3:30].[CH3:31][CH:32]([CH3:33])[O-:34].[CH3:35][CH:36]([CH3:37])[O-:38].[CH3:39][CH:40]([CH3:41])[O-:42].[CH3:43][CH:44]([CH3:45])[O-:46].[OH2:14].[Ti+4:47].[c:15]1([CH3:16])[cH:17][cH:18][c:19]([S:20]([OH:21])(=[O:22])=[O:23])[cH:24][cH:25]1>>[C:3]12([CH2:4][C:5](=[O:9])[CH2:6][CH2:7][CH2:8]1)[CH2:11][CH2:12]2.